describe an organic reaction: reactants, conditions, products, and yield From a dataset of the Open Reaction Database (ORD), a public repository of structured organic reaction records. Starting materials: N1CCCCC1 (piperidine), C(CCC)[Li] (n-Butyl lithium), N1(CCNCC1)C1=CC=C(C(=O)C2=CC=CC=C2)C=C1 (4-piperazinobenzophenone), COC1=CC2=C(C(=CC=3C(C=4C=CC=CC4C23)(C)C)O)C=C1OC (2,3-dimethoxy-7,7-dimethyl-7H-benzo[C]fluoren-5-ol), Cl (hydrochloric acid). The solvent is O1CCCC1 (tetrahydrofuran), CCCCCC (hexane). Reaction conditions: time 3 hour. Yields the product desired product, N1(CCCCC1)C1=CC2=C(C(=CC=3C(C=4C=CC=CC4C23)(C)C)O)C=C1OC (2-piperidino-3-methoxy-7,7-dimethyl-7H-benzo[C]fluoren-5-ol). Reaction SMILES: N1(C2C=CC(C(C3C=CC=CC=3)=O)=CC=2)CCNCC1.CO[C:23]1[C:42]([O:43][CH3:44])=[CH:41][C:26]2[C:27]([OH:40])=[CH:28][C:29]3[C:30]([CH3:39])([CH3:38])[C:31]4[CH:32]=[CH:33][CH:34]=[CH:35][C:36]=4[C:37]=3[C:25]=2[CH:24]=1.[NH:45]1[CH2:50][CH2:49][CH2:48][CH2:47][CH2:46]1.C([Li])CCC.Cl>CCCCCC.O1CCCC1>[N:45]1([C:23]2[C:42]([O:43][CH3:44])=[CH:41][C:26]3[C:27]([OH:40])=[CH:28][C:29]4[C:30]([CH3:38])([CH3:39])[C:31]5[CH:32]=[CH:33][CH:34]=[CH:35][C:36]=5[C:37]=4[C:25]=3[CH:24]=2)[CH2:50][CH2:49][CH2:48][CH2:47][CH2:46]1. Reported procedure: To an oven-dried 500 mL one-neck flask was added the product of Step 3, Example 1, of U.S. Pat. No. 6,296,785B1, 2,3-dimethoxy-7,7-dimethyl-7H-benzo[C]fluoren-5-ol (10 g) which is included herein as reference, piperidine (5.2 mL) and anhydrous tetrahydrofuran (150 mL). n-Butyl lithium in hexane solution (2.5M, 35 mL) was dropped to the mixture slowly. The reaction mixture was stirred at room temperature for 3 hours. The mixture was poured into cold aqueous hydrochloric acid (10%, 60 mL). The mix... The reactants are O=C1CCc2cc(Br)ccc21, O, O=[N+]([O-])O. The product is O=C1CCc2cc(Br)c([N+](=O)[O-])cc21. As a reaction SMILES: [Br:5][c:6]1[cH:7][c:8]2[c:12]([cH:13][cH:14]1)[C:11](=[O:15])[CH2:10][CH2:9]2.[OH2:16].[OH:1][N+:2]([O-:3])=[O:4]>>[O-:1][N+:2](=[O:4])[c:14]1[c:6]([Br:5])[cH:7][c:8]2[c:12]([cH:13]1)[C:11](=[O:15])[CH2:10][CH2:9]2. Starting materials: CC1=C(C=NC=C1)C1=C2C=NNC2=CC=C1 (4-(4-Methylpyridin-3-yl)-1H-indazole), CC1=C(C=NC=C1)B(O)O (4-Methylpyridin-3-ylboronic acid), BrC1=C(C=C(C=C1)[N+](=O)[O-])OCCF (1-Bromo-2-(2-fluoroethoxy)-4-nitrobenzene). Yields the product FCCOC1=C(C=CC(=C1)[N+](=O)[O-])C=1C=NC=CC1C (3-(2-(2-Fluoroethoxy)-4-nitrophenyl)-4-methylpyridine), solid. The yield is 61.0%. Reaction SMILES: [CH3:1][C:2]1[CH:7]=[CH:6][N:5]=[CH:4][C:3]=1B(O)O.Br[C:12]1[CH:17]=[CH:16][C:15]([N+:18]([O-:20])=[O:19])=[CH:14][C:13]=1[O:21][CH2:22][CH2:23][F:24].CC1C=CN=CC=1C1C=CC=C2C=1C=NN2>>[F:24][CH2:23][CH2:22][O:21][C:13]1[CH:14]=[C:15]([N+:18]([O-:20])=[O:19])[CH:16]=[CH:17][C:12]=1[C:3]1[CH:4]=[N:5][CH:6]=[CH:7][C:2]=1[CH3:1]. Reported procedure: Intermediate 16C was prepared from Intermediate 1A and Intermediate 16B by the procedure described for the preparation of Intermediate 1C, and was obtained as a beige solid (254 mg, 61% yield). MS (ES): m/z=277.0 [M+H]+. Reactants: CC1=C(C(=CC(=C1)C)C)N=C1NCCN1 (2-(2,4,6-Trimethylphenylimino)imidazolidine), CCOC(=O)C (EtOAc), [NH4+].[OH-] (NH4OH), O (water), ice. The reagents and catalysts are [O-2].[O-2].[O-2].[Cr+6] (chromium trioxide). Run in C(C)(=O)O (acetic acid). Product: C(=O)(O)C1=CC(=C(C(=C1)C)N=C1NCCN1)C (2-(4-Carboxy-2,6-dimethylphenylimino)imidazolidine). As a reaction SMILES: [CH3:1][C:2]1[CH:7]=C(C)[CH:5]=[C:4]([CH3:9])[C:3]=1[N:10]=[C:11]1[NH:15][CH2:14][CH2:13][NH:12]1.CC[O:18][C:19]([CH3:21])=[O:20].[NH4+].[OH-].O>C(O)(=O)C.[O-2].[O-2].[O-2].[Cr+6]>[C:19]([C:21]1[CH:1]=[C:2]([CH3:7])[C:3]([N:10]=[C:11]2[NH:12][CH2:13][CH2:14][NH:15]2)=[C:4]([CH3:9])[CH:5]=1)([OH:18])=[O:20] |f:2.3,6.7.8.9|. Reported procedure: 2-(2,4,6-Trimethylphenylimino)imidazolidine (2.03 g) is dissolved in glacial acetic acid (50 ml) and cooled as 5.0 g of chromium trioxide is added in small portions. The solution is then heated to 50° in an oil bath for 4 hours when the reaction is complete as shown by tlc [silica gel, EtOAc/iPA/2 N NH4OH (2:5:1 v/v/v). The mixture is poured into water and ice (500 ml) and the resultant precipitate is filtered and washed with water. Recrystallization from ethyl acetate gives pure product, m.p. 1... The reactants are COc1ccc(CN)cc1, CC(=O)O, CN1CCCC1=O, CN(C)c1ccncc1, Cc1ccc2nc(Cl)nc(NC3CCCCC3NC(=O)OC(C)(C)C)c2c1. Yields the product COc1ccc(CNc2nc(NC3CCCCC3NC(=O)OC(C)(C)C)c3cc(C)ccc3n2)cc1. RXN SMILES: [CH3:28][O:29][c:30]1[cH:31][cH:32][c:33]([CH2:34][NH2:35])[cH:36][cH:37]1.[CH3:38][C:39](=[O:40])[OH:41].[CH3:42][N:43]1[CH2:44][CH2:45][CH2:46][C:47]1=[O:48].[CH3:49][N:50]([CH3:51])[c:52]1[cH:53][cH:54][n:55][cH:56][cH:57]1.[Cl:1][c:2]1[n:3][c:4]2[cH:5][cH:6][c:7]([CH3:27])[cH:8][c:9]2[c:10]([NH:12][CH:13]2[CH:14]([NH:19][C:20]([O:21][C:22]([CH3:23])([CH3:24])[CH3:25])=[O:26])[CH2:15][CH2:16][CH2:17][CH2:18]2)[n:11]1>>[c:2]1([NH:35][CH2:34][c:33]2[cH:32][cH:31][c:30]([O:29][CH3:28])[cH:37][cH:36]2)[n:3][c:4]2[cH:5][cH:6][c:7]([CH3:27])[cH:8][c:9]2[c:10]([NH:12][CH:13]2[CH:14]([NH:19][C:20]([O:21][C:22]([CH3:23])([CH3:24])[CH3:25])=[O:26])[CH2:15][CH2:16][CH2:17][CH2:18]2)[n:11]1. Product: NCCOC=1C=CC=2C3=C(C(=NC2C1)N)N=C(N3CC3CCOCC3)CC (7-(2-aminoethoxy)-2-ethyl-1-(tetrahydro-2H-pyran-4-ylmethyl)-1H-imidazo[4,5-c]quinolin-4-amine). Procedure details: 7-(2-Aminoethoxy)-2-ethyl-1-(tetrahydro-2H-pyran-4-ylmethyl)-1H-imidazo[4,5-c]quinolin-4-amine dihydrochloride (prepared as described in Example 552, 0.100 g) was dissolved in water (5 mL) and saturated aqueous sodium chloride (5 mL). The solution was brought to pH 13 with 50% aqueous sodium hydroxide and extracted with chloroform. The chloroform was washed successively with water and saturated aqueous sodium chloride, dried over anhydrous sodium sulfate, filtered and concentrated. The residue w... Starting materials: [Cl-].[Na+] (sodium chloride), Cl.Cl.NCCOC=1C=CC=2C3=C(C(=NC2C1)N)N=C(N3CC3CCOCC3)CC (7-(2-aminoethoxy)-2-ethyl-1-(tetrahydro-2H-pyran-4-ylmethyl)-1H-imidazo[4,5-c]quinolin-4-amine dihydrochloride), [OH-].[Na+] (sodium hydroxide). RXN SMILES: Cl.Cl.[NH2:3][CH2:4][CH2:5][O:6][C:7]1[CH:8]=[CH:9][C:10]2[C:11]3[N:20]([CH2:21][CH:22]4[CH2:27][CH2:26][O:25][CH2:24][CH2:23]4)[C:19]([CH2:28][CH3:29])=[N:18][C:12]=3[C:13]([NH2:17])=[N:14][C:15]=2[CH:16]=1.[Cl-].[Na+].[OH-].[Na+]>O>[NH2:3][CH2:4][CH2:5][O:6][C:7]1[CH:8]=[CH:9][C:10]2[C:11]3[N:20]([CH2:21][CH:22]4[CH2:27][CH2:26][O:25][CH2:24][CH2:23]4)[C:19]([CH2:28][CH3:29])=[N:18][C:12]=3[C:13]([NH2:17])=[N:14][C:15]=2[CH:16]=1 |f:0.1.2,3.4,5.6|. The yield is 77.8%. Run in O (water).